From a dataset of the Open Reaction Database (ORD), a public repository of structured organic reaction records. describe an organic reaction: reactants, conditions, products, and yield Starting materials: C=CCBr, CC#N, OCCC1CCc2ccccc21. Yields the product BrCCC1CCc2ccccc21. RXN SMILES: [CH2:13]([CH:14]=[CH2:15])[Br:16].[CH3:17][C:18]#[N:19].[CH:1]1([CH2:10][CH2:11][OH:12])[CH2:2][CH2:3][c:4]2[cH:5][cH:6][cH:7][cH:8][c:9]21>>[CH:1]1([CH2:10][CH2:11][Br:16])[CH2:2][CH2:3][c:4]2[cH:5][cH:6][cH:7][cH:8][c:9]21. Reactants: O=C1CCC(=O)N1Br, CCc1cccc(OCc2ccccc2)c1. Product: CCc1cc(OCc2ccccc2)ccc1Br. Reaction SMILES: [Br:1][N:2]1[C:3](=[O:4])[CH2:5][CH2:6][C:7]1=[O:8].[CH2:9]([CH3:10])[c:11]1[cH:12][c:13]([O:17][CH2:18][c:19]2[cH:20][cH:21][cH:22][cH:23][cH:24]2)[cH:14][cH:15][cH:16]1>>[Br:1][c:16]1[c:11]([CH2:9][CH3:10])[cH:12][c:13]([O:17][CH2:18][c:19]2[cH:20][cH:21][cH:22][cH:23][cH:24]2)[cH:14][cH:15]1. Starting materials: FC1=C(C#N)C=C(C=C1)OC (2-Fluoro-5-methoxy-benzonitrile). The solvent is CCOCC (ether). Yields the product FC1=C(C#N)C=C(C=C1)O (2-Fluoro-5-hydroxy-benzonitrile). Reaction SMILES: [F:1][C:2]1[CH:9]=[CH:8][C:7]([O:10]C)=[CH:6][C:3]=1[C:4]#[N:5]>CCOCC>[F:1][C:2]1[CH:9]=[CH:8][C:7]([OH:10])=[CH:6][C:3]=1[C:4]#[N:5]. Reported procedure: The compound of Preparation 200 was prepared according to the procedure of Preparation 199 substituting the corresponding ether for 2-Fluoro-5-methoxy-benzonitrile. The duration of reaction was between 1 and 24 hours. Reactants: ClC1=CC(=C(N)C=C1[N+](=O)[O-])C (4-chloro-2-methyl-5-nitroaniline), C(C)C1=C(C=C(C=C1)[N+](=O)[O-])NS(=O)(=O)C (N-(2-ethyl-5-nitrophenyl)methanesulfonamide). The product is ClC1=CC(=C(C=C1[N+](=O)[O-])NS(=O)(=O)C)C (N-(4-chloro-2-methyl-5-nitrophenyl)methanesulfonamide). As a reaction SMILES: [Cl:1][C:2]1[C:8]([N+:9]([O-:11])=[O:10])=[CH:7][C:5]([NH2:6])=[C:4]([CH3:12])[CH:3]=1.C(C1C=CC([N+]([O-])=O)=CC=1N[S:25]([CH3:28])(=[O:27])=[O:26])C>>[Cl:1][C:2]1[C:8]([N+:9]([O-:11])=[O:10])=[CH:7][C:5]([NH:6][S:25]([CH3:28])(=[O:27])=[O:26])=[C:4]([CH3:12])[CH:3]=1. Procedure details: Intermediate 79A was prepared from 4-chloro-2-methyl-5-nitroaniline following the procedure employed in the preparation of Intermediate 78A. HPLC: Rt=1.618 min. (CHROMOLITH® column 4.6×50 mm eluting with 10-90% aqueous methanol over 4 min. containing 0.1% TFA, 4 mL/min., monitoring at 220 nm). MS (ES): m/z=265 [M+H]+. Reactants: Cc1ccccc1, COC(C)(OC)N(C)C, Nc1ccc(Cl)nn1. The product is CC(=Nc1ccc(Cl)nn1)N(C)C. RXN SMILES: [CH3:18][c:19]1[cH:20][cH:21][cH:22][cH:23][cH:24]1.[CH3:9][O:10][C:11]([CH3:12])([N:13]([CH3:14])[CH3:15])[O:16][CH3:17].[Cl:1][c:2]1[n:3][n:4][c:5]([NH2:8])[cH:6][cH:7]1>>[Cl:1][c:2]1[n:3][n:4][c:5]([N:8]=[C:11]([CH3:12])[N:13]([CH3:14])[CH3:15])[cH:6][cH:7]1.